Dataset: the Open Reaction Database (ORD), a public repository of structured organic reaction records. Task: describe an organic reaction: reactants, conditions, products, and yield The reactants are NC=1C(=C(C(=CC1)Cl)S(=O)(=O)N)O (3-amino-6-chloro-2-hydroxybenzenesulfonamide), N(=[N+]=[N-])C(=O)C=1C(=NC=CC1)C (3-(azidocarbonyl)-2-methylpyridine), CN(C=O)C (N,N-dimethyl-formamide). Product: NS(=O)(=O)C=1C(=C(C=CC1Cl)NC(=O)NC=1C(=NC=CC1)C)O (N-(3-aminosulfonyl-4-chloro-2-hydroxyphenyl)-N′-(2-methyl-pyridin-3-yl)urea). Yield: 31.0%. RXN SMILES: [NH2:1][C:2]1[C:3]([OH:13])=[C:4]([S:9]([NH2:12])(=[O:11])=[O:10])[C:5]([Cl:8])=[CH:6][CH:7]=1.N(C([C:19]1[C:20]([CH3:25])=[N:21][CH:22]=[CH:23][CH:24]=1)=O)=[N+]=[N-].C[N:27](C)[CH:28]=[O:29]>>[NH2:12][S:9]([C:4]1[C:3]([OH:13])=[C:2]([NH:1][C:28]([NH:27][C:19]2[C:20]([CH3:25])=[N:21][CH:22]=[CH:23][CH:24]=2)=[O:29])[CH:7]=[CH:6][C:5]=1[Cl:8])(=[O:11])=[O:10]. Procedure details: Under Ar, a solution of 3-amino-6-chloro-2-hydroxybenzenesulfonamide (64 mg, 0.29 mmol) and 3-(azidocarbonyl)-2-methylpyridine (390 mg, 2.41 mmol) in 1 mL of N,N-dimethyl-formamide was stirred at room temperature for 20 hours. Purification upon Gilson HPLC, eluting with acetonitrile/water (10/90, v/v to 90/10, v/v, over 10 min), gave the desired product (32 mg, 31%). LC-MS (m/z) 357.0 (M+). Reactants: O=C(c1cc2nccc(Cl)c2s1)N1CCCC1, O=[N+]([O-])c1ccc(O)c(F)c1, [K+], [K+], O=C([O-])[O-], c1ccc(Oc2ccccc2)cc1. The product is O=C(c1cc2nccc(Oc3ccc([N+](=O)[O-])cc3F)c2s1)N1CCCC1. As a reaction SMILES: [Cl:1][c:2]1[c:3]2[c:4]([n:5][cH:6][cH:7]1)[cH:8][c:9]([C:11](=[O:12])[N:13]1[CH2:14][CH2:15][CH2:16][CH2:17]1)[s:10]2.[F:24][c:25]1[c:26]([OH:34])[cH:27][cH:28][c:29]([N+:31](=[O:32])[O-:33])[cH:30]1.[K+:18].[K+:19].[O-:20][C:21]([O-:22])=[O:23].[O:35]([c:36]1[cH:37][cH:38][cH:39][cH:40][cH:41]1)[c:42]1[cH:43][cH:44][cH:45][cH:46][cH:47]1>>[c:2]1([O:34][c:26]2[c:25]([F:24])[cH:30][c:29]([N+:31](=[O:32])[O-:33])[cH:28][cH:27]2)[c:3]2[c:4]([n:5][cH:6][cH:7]1)[cH:8][c:9]([C:11](=[O:12])[N:13]1[CH2:14][CH2:15][CH2:16][CH2:17]1)[s:10]2. As a reaction SMILES: [CH3:21][S:22]([CH3:23])=[O:24].[Cl:1][c:2]1[n:3][cH:4][c:5]([N+:8](=[O:9])[O-:10])[cH:6][cH:7]1.[ClH:25].[O:11]1[CH2:12][CH2:13][N:14]([CH2:17][CH2:18][CH2:19][NH2:20])[CH2:15][CH2:16]1>>[c:2]1([NH:20][CH2:19][CH2:18][CH2:17][N:14]2[CH2:13][CH2:12][O:11][CH2:16][CH2:15]2)[n:3][cH:4][c:5]([N+:8](=[O:9])[O-:10])[cH:6][cH:7]1. Starting materials: CS(C)=O, O=[N+]([O-])c1ccc(Cl)nc1, Cl, NCCCN1CCOCC1. Yields the product O=[N+]([O-])c1ccc(NCCCN2CCOCC2)nc1. Reactants: Cc1c(Br)cccc1[N+](=O)[O-], [K+], O=[Mn](=O)(=O)[O-], [Na+], [Na+], O=C([O-])[O-], O. Yields the product O=C(O)c1c(Br)cccc1[N+](=O)[O-]. RXN SMILES: [Br:1][c:2]1[c:3]([CH3:11])[c:4]([N+:8](=[O:9])[O-:10])[cH:5][cH:6][cH:7]1.[K+:23].[Mn:18]([O-:19])(=[O:20])(=[O:21])=[O:22].[Na+:12].[Na+:13].[O-:14][C:15]([O-:16])=[O:17].[OH2:24]>>[Br:1][c:2]1[c:3]([C:15]([OH:14])=[O:17])[c:4]([N+:8](=[O:9])[O-:10])[cH:5][cH:6][cH:7]1. The reactants are Cc1cc(N2CCC(CN3CCCC3C)C2)ccc1N, O=C(O)c1ccc2cc[nH]c2c1. Yields the product Cc1cc(N2CCC(CN3CCCC3C)C2)ccc1NC(=O)c1ccc2cc[nH]c2c1. As a reaction SMILES: [CH3:1][c:2]1[c:3]([NH2:20])[cH:4][cH:5][c:6]([N:8]2[CH2:9][CH:10]([CH2:13][N:14]3[CH:15]([CH3:19])[CH2:16][CH2:17][CH2:18]3)[CH2:11][CH2:12]2)[cH:7]1.[nH:21]1[cH:22][cH:23][c:24]2[cH:25][cH:26][c:27]([C:30](=[O:31])[OH:32])[cH:28][c:29]12>>[CH3:1][c:2]1[c:3]([NH:20][C:30]([c:27]2[cH:26][cH:25][c:24]3[cH:23][cH:22][nH:21][c:29]3[cH:28]2)=[O:31])[cH:4][cH:5][c:6]([N:8]2[CH2:9][CH:10]([CH2:13][N:14]3[CH:15]([CH3:19])[CH2:16][CH2:17][CH2:18]3)[CH2:11][CH2:12]2)[cH:7]1. Reactants: O.[OH-].[Li+] (Lithium hydroxide monohydrate), COC=1C=C(C=O)C=CC1N1C=NC(=C1)C (3-methoxy-4-(4-methyl-1H-imidazol-1-yl)benzaldehyde), C(C)OP(OCC)(=O)CC(NC1CCC2=CC=CC=C12)=O (indan-1-ylcarbamoylmethylphosphonic acid diethyl ester). Run in C1CCOC1 (THF). Run at time 8 hour. The product is C1(CCC2=CC=CC=C12)NC(\C=C\C1=CC(=C(C=C1)N1C=NC(=C1)C)OC)=O ((E)-N-indan-1-yl-3-[3-methoxy-4-(4-methyl-1H-imidazol-1-yl)phenyl]acrylamide). Yield: 36.1%. As a reaction SMILES: O.[OH-].[Li+].[CH3:4][O:5][C:6]1[CH:7]=[C:8]([CH:11]=[CH:12][C:13]=1[N:14]1[CH:18]=[C:17]([CH3:19])[N:16]=[CH:15]1)[CH:9]=O.C(OP([CH2:28][C:29](=[O:40])[NH:30][CH:31]1[C:39]2[C:34](=[CH:35][CH:36]=[CH:37][CH:38]=2)[CH2:33][CH2:32]1)(=O)OCC)C>C1COCC1>[CH:31]1([NH:30][C:29](=[O:40])/[CH:28]=[CH:9]/[C:8]2[CH:11]=[CH:12][C:13]([N:14]3[CH:18]=[C:17]([CH3:19])[N:16]=[CH:15]3)=[C:6]([O:5][CH3:4])[CH:7]=2)[C:39]2[C:34](=[CH:35][CH:36]=[CH:37][CH:38]=2)[CH2:33][CH2:32]1 |f:0.1.2|. Procedure: Lithium hydroxide monohydrate (9 mg) was added to a THF (2 mL) solution of 3-methoxy-4-(4-methyl-1H-imidazol-1-yl)benzaldehyde (21 mg) and indan-1-ylcarbamoylmethylphosphonic acid diethyl ester (30 mg) obtained above, and the reaction solution was agitated at room temperature overnight. After the reaction mixture was concentrated under reduced pressure, the residue was purified by silica gel column chromatography (Carrier: Chromatorex™ NH, elution solvent: hexane-ethyl acetate system), and 13 mg... Reactants: C(C)OC(C(CC1=CC=C(C=C1)OCCC1N(C(N(C1)CC1=CC(=CC(=C1)C(F)(F)F)C(F)(F)F)=O)C)(OC1=CC=CC=C1)C)=O (3-(4-{2-[1-(3,5-Bis-trifluoromethyl-benzyl)-3-methyl-2-oxo-imidazolidin-4-yl]-ethoxy}-phenyl)-2-methyl-2-phenoxy-propionic acid ethyl ester), [OH-].[Na+] (NaOH), Cl (HCl). Solvent: C(C)O (ethanol). Reaction conditions: time 20 hour. Yields the product FC(C=1C=C(CN2C(N(C(C2)CCOC2=CC=C(C=C2)CC(C(=O)O)(OC2=CC=CC=C2)C)C)=O)C=C(C1)C(F)(F)F)(F)F (3-(4-{2-[1-(3,5-Bis-trifluoromethyl-benzyl)-3-methyl-2-oxo-imidazolidin-4-yl]-ethoxy}-phenyl)-2-methyl-2-phenoxy-propionic acid). Reaction SMILES: C([O:3][C:4](=[O:46])[C:5]([CH3:45])([O:38][C:39]1[CH:44]=[CH:43][CH:42]=[CH:41][CH:40]=1)[CH2:6][C:7]1[CH:12]=[CH:11][C:10]([O:13][CH2:14][CH2:15][CH:16]2[CH2:20][N:19]([CH2:21][C:22]3[CH:27]=[C:26]([C:28]([F:31])([F:30])[F:29])[CH:25]=[C:24]([C:32]([F:35])([F:34])[F:33])[CH:23]=3)[C:18](=[O:36])[N:17]2[CH3:37])=[CH:9][CH:8]=1)C.[OH-].[Na+].Cl>C(O)C>[F:35][C:32]([F:33])([F:34])[C:24]1[CH:23]=[C:22]([CH:27]=[C:26]([C:28]([F:29])([F:30])[F:31])[CH:25]=1)[CH2:21][N:19]1[CH2:20][CH:16]([CH2:15][CH2:14][O:13][C:10]2[CH:11]=[CH:12][C:7]([CH2:6][C:5]([CH3:45])([O:38][C:39]3[CH:44]=[CH:43][CH:42]=[CH:41][CH:40]=3)[C:4]([OH:46])=[O:3])=[CH:8][CH:9]=2)[N:17]([CH3:37])[C:18]1=[O:36] |f:1.2|. Procedure details: To a solution of the esters obtained from Step A (378 mg) in absolute ethanol (4 ml) is added 5N NaOH (1.5 ml, 7.5 mmol), and the mixture stirred for 20 hours at ambient temperature. The mixture is poured into 1N HCl, then extracted with ethyl acetate (2×20 ml). The combined ethyl acetate extracts were washed with water, brine, dried (Na2SO4), and concentrated to an oil which is purified is purified by flash chromatography on a Biotage silica cartridge (gradient elution, 3:1 hexanes:ethyl acetat... Starting materials: BrC1=CC(=C(C(=C1)C)O)C (4-bromo-2,6-dimethyl-phenol), C(C=C)Cl (allylchloride). Run in [OH-].[Na+] (NaOH), C(C)(C)O (isopropanol), [OH-].[Na+] (NaOH). Conditions: temperature 60 celsius, time 15 hour. Product: C(C=C)OC1=C(C=C(C=C1C)Br)C (2-allyloxy-5-bromo-1,3-dimethyl-benzene). The yield is 97.9%. Reaction SMILES: [Br:1][C:2]1[CH:7]=[C:6]([CH3:8])[C:5]([OH:9])=[C:4]([CH3:10])[CH:3]=1.[CH2:11](Cl)[CH:12]=[CH2:13]>[OH-].[Na+].C(O)(C)C>[CH2:13]([O:9][C:5]1[C:6]([CH3:8])=[CH:7][C:2]([Br:1])=[CH:3][C:4]=1[CH3:10])[CH:12]=[CH2:11] |f:2.3|. Procedure: A mixture of 4-bromo-2,6-dimethyl-phenol (20.1 g, 100 mmol) and allylchloride (32.7 g, 428 mmol) in 3 N aq. NaOH (100 mL) and isopropanol (250 mL) is stirred at 60° C. for 15 h before it is diluted with 1 N aq. NaOH (100 mL). The mixture is extracted with diethyl ether (300 mL, 150 mL) and the combined org. extracts are washed with 1 N aq. NaOH (2×100 mL), 1 M aq. NaH2PO4 (50 mL), dried over Na2SO4, filtered and concentrated to give 2-allyloxy-5-bromo-1,3-dimethyl-benzene (23.6 g) as a yellow oi... Reactants: CCC(O)C(NC(=O)OC(C)(C)C)C(=O)O, CN(C)C=O, O=[N+]([O-])c1ccccc1F, [H-], [Na+]. Yields the product CCC(Oc1ccccc1[N+](=O)[O-])C(NC(=O)OC(C)(C)C)C(=O)O. Reaction SMILES: [C:1]([CH3:2])([CH3:3])([CH3:4])[O:5][C:6](=[O:7])[NH:8][CH:9]([C:10](=[O:11])[OH:12])[CH:13]([CH2:14][CH3:15])[OH:16].[CH3:29][N:30]([CH3:31])[CH:32]=[O:33].[F:19][c:20]1[c:21]([N+:26](=[O:27])[O-:28])[cH:22][cH:23][cH:24][cH:25]1.[H-:17].[Na+:18]>>[C:1]([CH3:2])([CH3:3])([CH3:4])[O:5][C:6](=[O:7])[NH:8][CH:9]([C:10](=[O:11])[OH:12])[CH:13]([CH2:14][CH3:15])[O:16][c:20]1[c:21]([N+:26](=[O:27])[O-:28])[cH:22][cH:23][cH:24][cH:25]1.